Dataset: the Open Reaction Database (ORD), a public repository of structured organic reaction records. Task: describe an organic reaction: reactants, conditions, products, and yield The reactants are CN1C(=O)CCN(C2CCCC2)c2nc(Nc3cc(F)c(C(=O)O)cc3Cl)ncc21, CN1C(=O)CCN(C2CCCC2)c2nc(Nc3c(Cl)cc(C(=O)OC(C)(C)C)c(F)c3Cl)ncc21. Yields the product CN1C(=O)CCN(C2CCCC2)c2nc(Nc3c(Cl)cc(C(=O)O)c(F)c3Cl)ncc21. As a reaction SMILES: [Cl:1][c:2]1[c:3]([NH:4][c:5]2[n:6][c:7]3[c:8]([cH:21][n:22]2)[N:9]([CH3:10])[C:11](=[O:12])[CH2:13][CH2:14][N:15]3[CH:16]2[CH2:17][CH2:18][CH2:19][CH2:20]2)[cH:23][c:24]([F:25])[c:26]([C:28]([OH:29])=[O:30])[cH:27]1.[Cl:31][c:32]1[c:33]([F:65])[c:34]([C:35](=[O:36])[O:37][C:38]([CH3:39])([CH3:40])[CH3:41])[cH:42][c:43]([Cl:64])[c:44]1[NH:45][c:46]1[n:47][cH:48][c:49]2[c:55]([n:56]1)[N:54]([CH:57]1[CH2:58][CH2:59][CH2:60][CH2:61]1)[CH2:53][CH2:52][C:51](=[O:62])[N:50]2[CH3:63]>>[Cl:31][c:32]1[c:33]([F:65])[c:34]([C:35](=[O:36])[OH:37])[cH:42][c:43]([Cl:64])[c:44]1[NH:45][c:46]1[n:47][cH:48][c:49]2[c:55]([n:56]1)[N:54]([CH:57]1[CH2:58][CH2:59][CH2:60][CH2:61]1)[CH2:53][CH2:52][C:51](=[O:62])[N:50]2[CH3:63].